From a dataset of the Open Reaction Database (ORD), a public repository of structured organic reaction records. describe an organic reaction: reactants, conditions, products, and yield Reactants: CCOC(OCC)OCC, CCOC(=O)CC(=O)OCC, CCO, Nc1ccccn1. Yields the product CCOC(=O)C(=CNc1ccccn1)C(=O)OCC. Reaction SMILES: [CH2:19]([O:20][CH:21]([O:22][CH2:23][CH3:24])[O:25][CH2:26][CH3:27])[CH3:28].[CH2:8]([CH3:9])[O:10][C:11]([CH2:12][C:13](=[O:14])[O:15][CH2:16][CH3:17])=[O:18].[CH3:29][CH2:30][OH:31].[NH2:1][c:2]1[n:3][cH:4][cH:5][cH:6][cH:7]1>>[NH:1]([c:2]1[n:3][cH:4][cH:5][cH:6][cH:7]1)[CH:19]=[C:12]([C:11]([O:10][CH2:8][CH3:9])=[O:18])[C:13](=[O:14])[O:15][CH2:16][CH3:17]. Starting materials: COC(=O)c1cc2c(s1)c(C1CCCCC1)c(-c1ccc(O)cc1O)n2CCOC(C)=O, O=C([O-])[O-], CO, [K+], [K+]. Yields the product COC(=O)c1cc2c(s1)c(C1CCCCC1)c(-c1ccc(O)cc1O)n2CCO. Reaction SMILES: [C:1](=[O:2])([CH3:3])[O:4][CH2:5][CH2:6][n:7]1[c:8]2[c:9]([c:10]([CH:20]3[CH2:21][CH2:22][CH2:23][CH2:24][CH2:25]3)[c:11]1-[c:12]1[c:13]([OH:19])[cH:14][c:15]([OH:18])[cH:16][cH:17]1)[s:26][c:27]([C:29](=[O:30])[O:31][CH3:32])[cH:28]2.[C:33](=[O:34])([O-:35])[O-:36].[CH3:39][OH:40].[K+:37].[K+:38]>>[OH:4][CH2:5][CH2:6][n:7]1[c:8]2[c:9]([c:10]([CH:20]3[CH2:21][CH2:22][CH2:23][CH2:24][CH2:25]3)[c:11]1-[c:12]1[c:13]([OH:19])[cH:14][c:15]([OH:18])[cH:16][cH:17]1)[s:26][c:27]([C:29](=[O:30])[O:31][CH3:32])[cH:28]2. Starting materials: O=C([O-])[O-], CCOC(=O)COc1ccc(O)cc1C, CC#N, [Cs+], [Cs+], CS(=O)(=O)OCCCC#Cc1ccc(OC(F)(F)F)cc1, [I-], [Na+]. The product is CCOC(=O)COc1ccc(OCCCC#Cc2ccc(OC(F)(F)F)cc2)cc1C. As a reaction SMILES: [C:39](=[O:40])([O-:41])[O-:42].[CH2:1]([CH3:2])[O:3][C:4]([CH2:5][O:6][c:7]1[c:8]([CH3:14])[cH:9][c:10]([OH:13])[cH:11][cH:12]1)=[O:15].[CH3:45][C:46]#[N:47].[Cs+:43].[Cs+:44].[F:16][C:17]([O:18][c:19]1[cH:20][cH:21][c:22]([C:25]#[C:26][CH2:27][CH2:28][CH2:29][O:30][S:31]([CH3:32])(=[O:33])=[O:34])[cH:23][cH:24]1)([F:35])[F:36].[I-:37].[Na+:38]>>[CH2:1]([CH3:2])[O:3][C:4]([CH2:5][O:6][c:7]1[c:8]([CH3:14])[cH:9][c:10]([O:13][CH2:29][CH2:28][CH2:27][C:26]#[C:25][c:22]2[cH:21][cH:20][c:19]([O:18][C:17]([F:16])([F:35])[F:36])[cH:24][cH:23]2)[cH:11][cH:12]1)=[O:15]. The reactants are Cl.ClC1=NC=NC2=CC(=C(C=C12)OC)OC (4-chloro-6,7-dimethoxyquinazoline hydrochloride), BrC1=CC(=C(N)C=C1)F (4-bromo-2-fluoroaniline). Solvent: C(C)(C)O (isopropanol). The product is Cl.BrC1=CC(=C(NC2=NC=NC3=CC(=C(C=C23)OC)OC)C=C1)F (4-(4-bromo-2-fluoroanilino)-6,7-dimethoxyquinazoline hydrochloride). The yield is 59.8%. Reaction SMILES: Cl.[Cl:2][C:3]1[C:12]2[C:7](=[CH:8][C:9]([O:15][CH3:16])=[C:10]([O:13][CH3:14])[CH:11]=2)[N:6]=[CH:5][N:4]=1.[Br:17][C:18]1[CH:24]=[CH:23][C:21]([NH2:22])=[C:20]([F:25])[CH:19]=1>C(O)(C)C>[ClH:2].[Br:17][C:18]1[CH:24]=[CH:23][C:21]([NH:22][C:3]2[C:12]3[C:7](=[CH:8][C:9]([O:15][CH3:16])=[C:10]([O:13][CH3:14])[CH:11]=3)[N:6]=[CH:5][N:4]=2)=[C:20]([F:25])[CH:19]=1 |f:0.1,4.5|. Procedure: A mixture of 4-chloro-6,7-dimethoxyquinazoline hydrochloride (130 mg, 0.5 mmol), (prepared as described for the starting material in Example 2), and 4-bromo-2-fluoroaniline (95 mg, 0.5 mmol) in isopropanol (7 ml) was heated at reflux for 2 hours. The mixture was allowed to cool to ambient temperature, the precipitated solid was collected by filtration, washed with isopropanol and ether and dried to give 4-(4-bromo-2-fluoroanilino)-6,7-dimethoxyquinazoline hydrochloride (124 mg, 60%) as an off-wh... The reactants are OC1=CC=C(CCO)C=C1 (4-Hydroxyphenethyl alcohol), C(C1=CC=CC=C1)Br (Benzyl bromide), [H-].[Na+] (NaH), [Na] (sodium). Run in O1CCCC1 (tetrahydrofuran), CCCCCC (hexane), O (H2O). Conditions: time 20 minute. Yields the product C(C1=CC=CC=C1)OC1=CC=C(C=C1)CCO (2-(4-Benzyloxyphenyl)ethanol). Reaction SMILES: [H-].[Na+].[OH:3][C:4]1[CH:12]=[CH:11][C:7]([CH2:8][CH2:9][OH:10])=[CH:6][CH:5]=1.[Na].[CH2:14](Br)[C:15]1[CH:20]=[CH:19][CH:18]=[CH:17][CH:16]=1>O1CCCC1.O.CCCCCC>[CH2:14]([O:3][C:4]1[CH:12]=[CH:11][C:7]([CH2:8][CH2:9][OH:10])=[CH:6][CH:5]=1)[C:15]1[CH:20]=[CH:19][CH:18]=[CH:17][CH:16]=1 |f:0.1,^1:12|. Procedure details: NaH (1.42 g of 60% in oil, 0.036 mol) was washed 2×5 ml hexane and then suspended in tetrahydrofuran (20 ml). 4-Hydroxyphenethyl alcohol (5.0 g, 0.036 mol) was added portionwise and the mixture stirred for 20 minutes to assure complete conversion to the sodium salt. Benzyl bromide (4.2 ml, 1 equivalent) was added and the resulting mixture refluxed for 4 hours, then poured into 50 ml H2O and extracted 3×50 ml ether. The organic layers were combined, extracted 2×20 ml 1N NaOH and then 2×20 ml H2O,... The reactants are C(#C)C1=CC=C(C=C1)NC(C1=CC=C(C=C1)C)=O (N-(4-ethynyl-phenyl)-4-methyl-benzamide), BrC=1C=NC=C(C(=O)N=[S@](C2=CC=CC=C2)(=O)C)C1 ((S)-5-bromo-N-[methyl(oxo)phenyl-λ6-sulfanylidene]nicotinamide). Product: CC1=CC=C(C(=O)NC2=CC=C(C=C2)C#CC=2C=NC=C(C(=O)N=[S@](C3=CC=CC=C3)(=O)C)C2)C=C1 ((S)-5-({4-[(4-methylbenzoyl)amino]phenyl}ethynyl)-N-[methyl(oxo)phenyl-λ6-sulfanylidene]nicotinamide). Isolated yield 81.0%. As a reaction SMILES: [C:1]([C:3]1[CH:8]=[CH:7][C:6]([NH:9][C:10](=[O:18])[C:11]2[CH:16]=[CH:15][C:14]([CH3:17])=[CH:13][CH:12]=2)=[CH:5][CH:4]=1)#[CH:2].Br[C:20]1[CH:21]=[N:22][CH:23]=[C:24]([CH:37]=1)[C:25]([N:27]=[S@@:28]([CH3:36])(=[O:35])[C:29]1[CH:34]=[CH:33][CH:32]=[CH:31][CH:30]=1)=[O:26]>>[CH3:17][C:14]1[CH:15]=[CH:16][C:11]([C:10]([NH:9][C:6]2[CH:5]=[CH:4][C:3]([C:1]#[C:2][C:20]3[CH:21]=[N:22][CH:23]=[C:24]([CH:37]=3)[C:25]([N:27]=[S@@:28]([CH3:36])(=[O:35])[C:29]3[CH:34]=[CH:33][CH:32]=[CH:31][CH:30]=3)=[O:26])=[CH:8][CH:7]=2)=[O:18])=[CH:12][CH:13]=1. Reported procedure: In a manner similar to that described in Example 449, N-(4-ethynyl-phenyl)-4-methyl-benzamide (0.104 g, 0.443 mmol) and (S)-5-bromo-N-[methyl(oxo)phenyl-λ6-sulfanylidene]nicotinamide (100 mg, 0.295 mmol) were reacted to give the title compound as a solid (118 mg, 81%).